This data is from the Open Reaction Database (ORD), a public repository of structured organic reaction records. The task is: describe an organic reaction: reactants, conditions, products, and yield The reactants are CC(=O)[O-], CC(=O)O, CC(C)CN1CCC(C)(C)CC1, S. The product is CC(C)CN1C=CC(C)(C)CC1. Reaction SMILES: [CH3:13][C:14](=[O:15])[O-:16].[CH3:18][C:19](=[O:20])[OH:21].[CH3:1][CH:2]([CH2:3][N:4]1[CH2:5][CH2:6][C:7]([CH3:10])([CH3:11])[CH2:8][CH2:9]1)[CH3:12].[SH2:17]>>[CH3:1][CH:2]([CH2:3][N:4]1[CH:5]=[CH:6][C:7]([CH3:10])([CH3:11])[CH2:8][CH2:9]1)[CH3:12]. Starting materials: Cl.Cl.N1C=C(C2=CC=CC=C12)C1CCC(CC1)NC(C(=O)N)C1CCNCC1 (2-[4-(1H-Indol-3-yl)-cyclohexylamino]-2-piperidin-4-yl-acetamide dihydrochloride), FC(C=1C=C(/C=C/C(=O)O)C=CC1)(F)F (trans-3-(trifluoromethyl)-cinnamic acid), cyclohexyl. Yields the product N1C=C(C2=CC=CC=C12)C1CCC(CC1)NC(C(=O)N)C1CCN(CC1)C(\C=C\C1=CC(=CC=C1)C(F)(F)F)=O (2-[4-(1H-Indol-3-yl)-cyclohexylamino]-2-[1-(trans-3-{trifluoromethyl}-cinnamoyl)piperidin-4-yl]-acetamide). As a reaction SMILES: Cl.Cl.[NH:3]1[C:11]2[C:6](=[CH:7][CH:8]=[CH:9][CH:10]=2)[C:5]([CH:12]2[CH2:17][CH2:16][CH:15]([NH:18][CH:19]([CH:23]3[CH2:28][CH2:27][NH:26][CH2:25][CH2:24]3)[C:20]([NH2:22])=[O:21])[CH2:14][CH2:13]2)=[CH:4]1.[F:29][C:30]([F:43])([F:42])[C:31]1[CH:32]=[C:33]([CH:39]=[CH:40][CH:41]=1)/[CH:34]=[CH:35]/[C:36](O)=[O:37]>>[NH:3]1[C:11]2[C:6](=[CH:7][CH:8]=[CH:9][CH:10]=2)[C:5]([CH:12]2[CH2:17][CH2:16][CH:15]([NH:18][CH:19]([CH:23]3[CH2:24][CH2:25][N:26]([C:36](=[O:37])/[CH:35]=[CH:34]/[C:33]4[CH:39]=[CH:40][CH:41]=[C:31]([C:30]([F:42])([F:43])[F:29])[CH:32]=4)[CH2:27][CH2:28]3)[C:20]([NH2:22])=[O:21])[CH2:14][CH2:13]2)=[CH:4]1 |f:0.1.2|. Procedure: The title compound was prepared from the product of Example 1, step J (142 mg, 0.333 mmol), and trans-3-(trifluoromethyl)-cinnamic acid, by the method of Example 1, step K, giving a gold solid that was mostly the more polar cyclohexyl diastereomer by LCMS. Mass spectrum (LCMS, ESI pos.) calcd. for C31H35F3N4O2: 553 (M+H). Found: 553.2. Starting materials: C(C)(C)(C)OC(CN1C=C(C2=CC(=CC=C12)O)C(N)=O)=O ((3-carbamoyl-5-hydroxy-indol-1-yl)-acetic acid tert-butyl ester), C(=O)([O-])[O-].[Cs+].[Cs+] (Cs2CO3), CI (methyl iodide). Run in CS(=O)C (DMSO). Conditions: time 5 minute. Product: C(C)(C)(C)OC(CN1C=C(C2=CC(=CC=C12)OC)C(N)=O)=O ((3-Carbamoyl-5-methoxy-indol-1-yl)-acetic acid tert-butyl ester). RXN SMILES: [C:1]([O:5][C:6](=[O:21])[CH2:7][N:8]1[C:16]2[C:11](=[CH:12][C:13]([OH:17])=[CH:14][CH:15]=2)[C:10]([C:18](=[O:20])[NH2:19])=[CH:9]1)([CH3:4])([CH3:3])[CH3:2].[C:22]([O-])([O-])=O.[Cs+].[Cs+].CI>CS(C)=O>[C:1]([O:5][C:6](=[O:21])[CH2:7][N:8]1[C:16]2[C:11](=[CH:12][C:13]([O:17][CH3:22])=[CH:14][CH:15]=2)[C:10]([C:18](=[O:20])[NH2:19])=[CH:9]1)([CH3:4])([CH3:2])[CH3:3] |f:1.2.3|. Procedure details: To a solution of (3-carbamoyl-5-hydroxy-indol-1-yl)-acetic acid tert-butyl ester (50 mg, 0.172 mmol) in DMSO (1.7 mL) was added Cs2CO3 (336 mg, 1.03 mmol). The mixture was stirred at RT for 5 min, followed by addition of methyl iodide (0.048 mL, 0.774 mmol), and stirring was continued at RT for 3 days. The reaction mixture was partitioned between water and CH2Cl2, the layers were separated and the aqueous phase was extracted twice with CH2Cl2. The combined organics were washed twice with brine, ... Starting materials: FC(C(C(=O)[O-])(O)C(F)(F)F)(F)F.[K+] (potassium 3,3,3-trifluoro-2-trifluoromethyl-2-hydroxypropionate), C([O-])([O-])=O.[K+].[K+] (potassium carbonate), BrBr (bromine). Run in O (water). Run at temperature 40 celsius, time 3 hour. Product: O.FC(C(=O)C(F)(F)F)(F)F (Hexafluoroacetone hydrate). RXN SMILES: [F:1][C:2]([F:13])([F:12])[C:3]([C:8]([F:11])([F:10])[F:9])([OH:7])C([O-])=[O:5].[K+].C(=O)([O-])[O-].[K+].[K+].BrBr>O>[OH2:5].[F:1][C:2]([F:13])([F:12])[C:3]([C:8]([F:11])([F:10])[F:9])=[O:7] |f:0.1,2.3.4,7.8|. Procedure details: In a 50-ml three-necked flask were placed 7.59 g (17.2 mmol) of the aqueous 56.8% potassium 3,3,3-trifluoro-2-trifluoromethyl-2-hydroxypropionate solution prepared in Reference Example 1 and 4.98 g (36 mmol) of potassium carbonate. 25 g of water was added to dissolve the mixture. The pH was 13. 5.75 g (36 mmol) of bromine was added dropwise over 60 minutes while stirring the mixture under heat at 40° C. in a water bath. After the completion of dropwise addition, the reaction was further performe...